This data is from the Open Reaction Database (ORD), a public repository of structured organic reaction records. The task is: describe an organic reaction: reactants, conditions, products, and yield Starting materials: OCCC[C@@H]1CC[C@H](CC1)CN(S(=O)(=O)C1=CC=C(C=C1)C(F)(F)F)C (trans-N-[4-(3-hydroxy-propyl)-cyclohexylmethyl]-N-methyl-4-trifluoromethyl-benzenesulfonamide), CS(=O)(=O)Cl (methanesulfonyl chloride). The product is CN(S(=O)(=O)C1=CC=C(C=C1)C(F)(F)F)C[C@@H]1CC[C@H](CC1)CCCOS(=O)(=O)C (trans-methanesulfonic acid 3-(4-{[methyl-(4-trifluoromethyl-benzenesulfonyl)-amino]-methyl}-cyclohexyl)-propyl ester). RXN SMILES: [OH:1][CH2:2][CH2:3][CH2:4][C@H:5]1[CH2:10][CH2:9][C@H:8]([CH2:11][N:12]([CH3:26])[S:13]([C:16]2[CH:21]=[CH:20][C:19]([C:22]([F:25])([F:24])[F:23])=[CH:18][CH:17]=2)(=[O:15])=[O:14])[CH2:7][CH2:6]1.[CH3:27][S:28](Cl)(=[O:30])=[O:29]>>[CH3:26][N:12]([CH2:11][C@H:8]1[CH2:9][CH2:10][C@H:5]([CH2:4][CH2:3][CH2:2][O:1][S:28]([CH3:27])(=[O:30])=[O:29])[CH2:6][CH2:7]1)[S:13]([C:16]1[CH:21]=[CH:20][C:19]([C:22]([F:25])([F:23])[F:24])=[CH:18][CH:17]=1)(=[O:15])=[O:14]. Reported procedure: In analogy to the procedure described in example 3.4, trans-N-[4-(3-hydroxy-propyl)-cyclohexylmethyl]-N-methyl-4-trifluoromethyl-benzenesulfonamide was treated with methanesulfonyl chloride to yield trans-methanesulfonic acid 3-(4-{[methyl-(4-trifluoromethyl-benzenesulfonyl)-amino]-methyl}-cyclohexyl)-propyl ester as colorless solid, MS: 472 (M+). Reactants: CO, Cl, Cc1c(C(=O)O)sc2ccc(O)cc12. Product: COC(=O)c1sc2ccc(O)cc2c1C. As a reaction SMILES: [CH3:16][OH:17].[ClH:1].[OH:2][c:3]1[cH:4][c:5]2[c:6]([s:7][c:8]([C:11](=[O:12])[OH:13])[c:9]2[CH3:10])[cH:14][cH:15]1>>[OH:2][c:3]1[cH:4][c:5]2[c:6]([s:7][c:8]([C:11](=[O:12])[O:13][CH3:16])[c:9]2[CH3:10])[cH:14][cH:15]1. Reactants: C(C)(=O)O[C@H]1[C@H]([C@@H](O[C@@H]1COC(C)=O)N1C=NC(=C1N=CN(C)C)C(=O)Cl)F (1-(3,5-di-O-acetyl-2-deoxy-2-fluoro-β-D-ribofuranosyl)-5-(dimethylaminomethyleneamino)imidazole-4-carbonyl chloride), [N+](=[N-])=C (diazomethane). Product: C(C)(=O)O[C@H]1[C@H]([C@@H](O[C@@H]1COC(C)=O)N1C=NC(=C1N=CN(C)C)C(C=[N+]=[N-])=O)F (1-(3,5-di-O-acetyl-2-deoxy-2-fluoro-β-D-ribofuranosyl)-4-diazoacetyl-5-(dimethylaminomethyleneamino)imidazole). Reaction SMILES: [C:1]([O:4][C@@H:5]1[C@@H:9]([CH2:10][O:11][C:12](=[O:14])[CH3:13])[O:8][C@@H:7]([N:15]2[C:19]([N:20]=[CH:21][N:22]([CH3:24])[CH3:23])=[C:18]([C:25](Cl)=[O:26])[N:17]=[CH:16]2)[C@@H:6]1[F:28])(=[O:3])[CH3:2].[N+:29](=[CH2:31])=[N-:30]>>[C:1]([O:4][C@@H:5]1[C@@H:9]([CH2:10][O:11][C:12](=[O:14])[CH3:13])[O:8][C@@H:7]([N:15]2[C:19]([N:20]=[CH:21][N:22]([CH3:24])[CH3:23])=[C:18]([C:25](=[O:26])[CH:31]=[N+:29]=[N-:30])[N:17]=[CH:16]2)[C@@H:6]1[F:28])(=[O:3])[CH3:2]. Reported procedure: In step 13, compound (19) is reacted with diazomethane at room temperature without being separated from the reaction solution, so that the 4-chlorocarbonyl group of compound (19) is converted into diazoacetyl group, affording 1-(3,5-di-O-acetyl-2-deoxy-2-fluoro-β-D-ribofuranosyl)-4-diazoacetyl-5-(dimethylaminomethyleneamino)imidazole [compound (20)]. Reactants: ClC1=CC(=CC=C1)C(=O)OO (m-Chloroperbenzoic acid), BrC1=CC=C(C=C1)[C@H](C)N1C(OC(CC1)(CC(=C)C)CC1CC1)=O (3-[(S)-1-(4-bromophenyl)-ethyl]-6-(cyclopropylmethyl)-6-(2-methylallyl)-1,3-oxazinan-2-one). Solvent: C(Cl)Cl (CH2Cl2). Conditions: time 8 hour. Product: BrC1=CC=C(C=C1)[C@H](C)N1C(OC(CC1)(CC1(OC1)C)CC1CC1)=O (3-[(S)-1-(4-bromo-phenyl)-ethyl]-6-cyclopropylmethyl-6-(2-methyl-oxiranylmethyl)-[1,3]oxazinan-2-one). RXN SMILES: ClC1C=CC=C(C(OO)=[O:9])C=1.[Br:12][C:13]1[CH:18]=[CH:17][C:16]([C@@H:19]([N:21]2[CH2:26][CH2:25][C:24]([CH2:31][CH:32]3[CH2:34][CH2:33]3)([CH2:27][C:28]([CH3:30])=[CH2:29])[O:23][C:22]2=[O:35])[CH3:20])=[CH:15][CH:14]=1>C(Cl)Cl>[Br:12][C:13]1[CH:18]=[CH:17][C:16]([C@@H:19]([N:21]2[CH2:26][CH2:25][C:24]([CH2:31][CH:32]3[CH2:34][CH2:33]3)([CH2:27][C:28]3([CH3:30])[CH2:29][O:9]3)[O:23][C:22]2=[O:35])[CH3:20])=[CH:15][CH:14]=1. Procedure: m-Chloroperbenzoic acid (455 mg) was added to a solution of 3-[(S)-1-(4-bromophenyl)-ethyl]-6-(cyclopropylmethyl)-6-(2-methylallyl)-1,3-oxazinan-2-one (516 mg) in CH2Cl2 (15 mL) at 0° C. The mixture was stirred at room temperature overnight. The mixture was then washed with 3% aqueous Na2S2O3 solution and saturated aqueous NaHCO3 solution. The aqueous washing phase was extracted with ethyl acetate (3×30 mL) and the combined organic layer was washed with brine, dried (Na2SO4), and concentrated to... The reactants are O=c1c2cc(CBr)ccc2oc2ncccc12, C1N2CN3CN1CN(C2)C3, CC(=O)O, Cl, O. Product: O=Cc1ccc2oc3ncccc3c(=O)c2c1. As a reaction SMILES: [Br:1][CH2:2][c:3]1[cH:4][cH:5][c:6]2[c:7]([c:8](=[O:16])[c:9]3[c:10]([n:11][cH:12][cH:13][cH:14]3)[o:15]2)[cH:17]1.[CH2:18]1[N:19]2[CH2:20][N:21]3[CH2:22][N:23]([CH2:24]2)[CH2:25][N:26]1[CH2:27]3.[CH3:28][C:29]([OH:30])=[O:31].[ClH:32].[OH2:33]>>[CH:2]([c:3]1[cH:4][cH:5][c:6]2[c:7]([c:8](=[O:16])[c:9]3[c:10]([n:11][cH:12][cH:13][cH:14]3)[o:15]2)[cH:17]1)=[O:30].